describe an organic reaction: reactants, conditions, products, and yield From a dataset of the Open Reaction Database (ORD), a public repository of structured organic reaction records. Reactants: FC1CN(CCC1=O)C(=O)OC(C)(C)C ((+/−)-tert-butyl 3-fluoro-4-oxopiperidine-1-carboxylate), C(C1=CC=CC=C1)N (benzylamine), C(C)(=O)O[BH-](OC(C)=O)OC(C)=O.[Na+] (sodium triacetoxyborohydride). Run in ClCCCl (1,2-dichloroethane). Reaction conditions: time 2 hour. Yields the product C(C)(C)(C)OC(=O)N1C[C@H]([C@H](CC1)N)F ((cis)-tert-butyl-4-amino-3-fluoropiperidine-1-carboxylate). Isolated yield 60.3%. As a reaction SMILES: [F:1][CH:2]1[C:7](=O)[CH2:6][CH2:5][N:4]([C:9]([O:11][C:12]([CH3:15])([CH3:14])[CH3:13])=[O:10])[CH2:3]1.C([NH2:23])C1C=CC=CC=1.C(O[BH-](OC(=O)C)OC(=O)C)(=O)C.[Na+]>ClCCCl>[C:12]([O:11][C:9]([N:4]1[CH2:5][CH2:6][C@H:7]([NH2:23])[C@H:2]([F:1])[CH2:3]1)=[O:10])([CH3:15])([CH3:14])[CH3:13] |f:2.3|. Procedure details: A mixture of (+/−)-tert-butyl 3-fluoro-4-oxopiperidine-1-carboxylate (0.33 g, 1.52 mmol), benzylamine (0.16 mL, 1.52 mmol) and sodium triacetoxyborohydride (0.382 g, 1.8 mmol) in dry 1,2-dichloroethane (6 mL) was stirred at room temperature for 2 h. The reaction mixture was quenched with saturated aq. K2CO3 solution (25 mL) and extracted with ethyl acetate (2×40 mL). The combined organic extracts were dried over anhyd. Na2SO4 and concentrated under vacuum. The crude product obtained was purified... Starting materials: [Cl-].[Ca+2].[Cl-] (calcium chloride), C(C)(=O)C1=CN(C=C1)S(=O)(=O)C1=CC=C(C)C=C1 (3-Acetyl-1-Tosyl Pyrrole), one, ClC(C=O)=C(C(=C(C(Cl)Cl)Cl)Cl)Cl (2,3,4,5,6,6-hexachloro-2,4-hexadiene-1-one). Solvent: CO (methanol). Product: ClCC(=O)C1=CN(C=C1)S(=O)(=O)C1=CC=C(C)C=C1 (3-Chloroacetyl-1Tosyl Pyrrole). The yield is 52.6%. RXN SMILES: [Cl-].[Ca+2].[Cl-].[C:4]([C:7]1[CH:11]=[CH:10][N:9]([S:12]([C:15]2[CH:21]=[CH:20][C:18]([CH3:19])=[CH:17][CH:16]=2)(=[O:14])=[O:13])[CH:8]=1)(=[O:6])[CH3:5].[Cl:22]C(=C(Cl)C(Cl)=C(Cl)C(Cl)Cl)C=O>CO>[Cl:22][CH2:5][C:4]([C:7]1[CH:11]=[CH:10][N:9]([S:12]([C:15]2[CH:21]=[CH:20][C:18]([CH3:19])=[CH:17][CH:16]=2)(=[O:14])=[O:13])[CH:8]=1)=[O:6] |f:0.1.2|. Procedure details: In a 100 cm3 one neck flask fitted with a condenser and a calcium chloride guard, 4 g of 3-acetyl-1-tosyl pyrrole 2 (15 mmoles) was introduced together with 30 cm3 of methanol. Then 4.5 g of 2,3,4,5,6,6-hexachloro-2,4-hexadiene-1-one (15 mmoles) was set under reflux during 6 hours and maintained under stirring at ambient temperature during one night. The solvent was evaporated and the crude product (8.5 g) was dissolved in 15 cm3 of chloroform, filtered (the pentachlorophenol was not very solubl... The reagents and catalysts are [Co](Cl)Cl (cobalt (II) chloride). Starting materials: ClC=1C(=NN(C1C)CC(=O)N1CCC(CC1)(C#N)C1=CC=C(C=C1)Cl)C(F)(F)F (1-[2-(4-chloro-5-methyl-3-trifluoromethyl-pyrazol-1-yl)-acetyl]-4-(4-chloro-phenyl)-piperidine-4-carbonitrile), [BH4-].[Na+] (NaBH4). Run at time 8 hour. Solvent: CO (methanol). Procedure: In a 4 mL vial was added 50 mg of 1-[2-(4-chloro-5-methyl-3-trifluoromethyl-pyrazol-1-yl)-acetyl]-4-(4-chloro-phenyl)-piperidine-4-carbonitrile (0.11 mmol, 1.00 eq), 80 mg cobalt (II) chloride (0.33 mmol, 3.00 eq), 10 mg NaBH4 (0.22 mmol, 2.00 eq) and 500 uL methanol. The mixture was allowed to stir overnight at room temperature and the crude product was purified by reversed phase HPLC (acetonitrile—H2O with 0.1% TFA as the eluent) to yield 1-[4-aminomethyl-4-(4-chloro-phenyl)-piperidin-1-yl]-2-... The product is NCC1(CCN(CC1)C(CN1N=C(C(=C1C)Cl)C(F)(F)F)=O)C1=CC=C(C=C1)Cl (1-[4-aminomethyl-4-(4-chloro-phenyl)-piperidin-1-yl]-2-(4-chloro-5-methyl-3-trifluoromethyl-pyrazol-1-yl)-ethanone). Reaction SMILES: [Cl:1][C:2]1[C:3]([C:26]([F:29])([F:28])[F:27])=[N:4][N:5]([CH2:8][C:9]([N:11]2[CH2:16][CH2:15][C:14]([C:19]3[CH:24]=[CH:23][C:22]([Cl:25])=[CH:21][CH:20]=3)([C:17]#[N:18])[CH2:13][CH2:12]2)=[O:10])[C:6]=1[CH3:7].[BH4-].[Na+]>[Co](Cl)Cl.CO>[NH2:18][CH2:17][C:14]1([C:19]2[CH:24]=[CH:23][C:22]([Cl:25])=[CH:21][CH:20]=2)[CH2:13][CH2:12][N:11]([C:9](=[O:10])[CH2:8][N:5]2[C:6]([CH3:7])=[C:2]([Cl:1])[C:3]([C:26]([F:27])([F:29])[F:28])=[N:4]2)[CH2:16][CH2:15]1 |f:1.2|. Reactants: BrCN1C(N(N(C1=O)C)C)=O (4-bromomethyl-1,2-dimethylurazole), [H-].[Na+] (sodium hydride), ice, CC(C[C@H](C(C(=O)OCC1=CC=CC=C1)C(=O)OC(C)(C)C)C(=O)OCC1=CC=CC=C1)C (1,2-dibenzyl 1-tert.butyl 4-methyl-1,1,2(R)-pentanetricarboxylate). Solvent: CN(C=O)C (dimethylformamide). Reaction conditions: time 1.5 hour. The product is CC(C[C@H](C(C(=O)OCC1=CC=CC=C1)(C(=O)OC(C)(C)C)CN1C(N(N(C1=O)C)C)=O)C(=O)OCC1=CC=CC=C1)C (1,2-dibenzyl 1-tert.butyl 4-methyl-1-[(1,2-dimethyl-3,5-dioxo-1,2,4-triazolidin-4-yl)methyl]-1,1,2(R)-pentanetricarboxylate). Isolated yield 62.5%. Reaction SMILES: [H-].[Na+].[CH3:3][CH:4]([CH3:35])[CH2:5][C@@H:6]([C:25]([O:27][CH2:28][C:29]1[CH:34]=[CH:33][CH:32]=[CH:31][CH:30]=1)=[O:26])[CH:7]([C:18]([O:20][C:21]([CH3:24])([CH3:23])[CH3:22])=[O:19])[C:8]([O:10][CH2:11][C:12]1[CH:17]=[CH:16][CH:15]=[CH:14][CH:13]=1)=[O:9].Br[CH2:37][N:38]1[C:42](=[O:43])[N:41]([CH3:44])[N:40]([CH3:45])[C:39]1=[O:46]>CN(C)C=O>[CH3:3][CH:4]([CH3:35])[CH2:5][C@@H:6]([C:25]([O:27][CH2:28][C:29]1[CH:30]=[CH:31][CH:32]=[CH:33][CH:34]=1)=[O:26])[C:7]([CH2:37][N:38]1[C:42](=[O:43])[N:41]([CH3:44])[N:40]([CH3:45])[C:39]1=[O:46])([C:18]([O:20][C:21]([CH3:24])([CH3:23])[CH3:22])=[O:19])[C:8]([O:10][CH2:11][C:12]1[CH:17]=[CH:16][CH:15]=[CH:14][CH:13]=1)=[O:9] |f:0.1|. Procedure details: 0.284 g of 60% sodium hydride was added to a stirred ice-cold solution of 3.01 g of 1,2-dibenzyl 1-tert.butyl 4-methyl-1,1,2(R)-pentanetricarboxylate in 50 ml of dry dimethylformamide under a nitrogen atmosphere. The mixture was stirred for 30 minutes at 0° and for an additional 1.5 hours at ambient temperature, and again cooled to 0° before the addition of 1.6 g of 4-bromomethyl-1,2-dimethylurazole. The mixture was allowed to return to ambient temperature and was stirred for 3 hours. The volati... The reactants are Cc1ccc(NC(=O)OCc2ccccc2)c(=O)[nH]1, CN(C)C=O, Cl, [H-], CCOC(=O)CI, [Na+]. Yields the product CCOC(=O)Cn1c(C)ccc(NC(=O)OCc2ccccc2)c1=O. Reaction SMILES: [CH2:1]([c:2]1[cH:3][cH:4][cH:5][cH:6][cH:7]1)[O:8][C:9](=[O:10])[NH:11][c:12]1[c:13](=[O:19])[nH:14][c:15]([CH3:18])[cH:16][cH:17]1.[CH3:29][N:30]([CH3:31])[CH:32]=[O:33].[ClH:34].[H-:21].[I:22][CH2:23][C:24](=[O:25])[O:26][CH2:27][CH3:28].[Na+:20]>>[CH2:1]([c:2]1[cH:3][cH:4][cH:5][cH:6][cH:7]1)[O:8][C:9](=[O:10])[NH:11][c:12]1[c:13](=[O:19])[n:14]([CH2:23][C:24](=[O:25])[O:26][CH2:27][CH3:28])[c:15]([CH3:18])[cH:16][cH:17]1. Starting materials: Cl (HCl), [OH-].[Li+] (lithium hydroxide), O (water), BrC1=C(C=C(S1)C(=O)OCC)C1=CC(=CC=C1)Cl (Ethyl 5-bromo-4-(3-chlorophenyl)thiophene-2-carboxylate). Run in O1CCCC1 (tetrahydrofuran). Run at time 8 hour. Product: BrC1=C(C=C(S1)C(=O)O)C1=CC(=CC=C1)Cl (5-Bromo-4-(3-chlorophenyl)thiophene-2-carboxylic acid). Reaction SMILES: [Br:1][C:2]1[S:6][C:5]([C:7]([O:9]CC)=[O:8])=[CH:4][C:3]=1[C:12]1[CH:17]=[CH:16][CH:15]=[C:14]([Cl:18])[CH:13]=1.[OH-].[Li+].O.Cl>O1CCCC1>[Br:1][C:2]1[S:6][C:5]([C:7]([OH:9])=[O:8])=[CH:4][C:3]=1[C:12]1[CH:17]=[CH:16][CH:15]=[C:14]([Cl:18])[CH:13]=1 |f:1.2|. Procedure details: 41.0 mg (0.12 mmol) of the compound from Example 14A are provided in 3 ml of tetrahydrofuran, and 28.4 mg (1.19 mmol) of lithium hydroxide and 0.8 ml of water are added at room temperature. The mixture is stirred at room temperature overnight, a 1N aqueous HCl solution is subsequently added until an acidic pH is obtained, the mixture is extracted three times with dichloromethane and the extracts are dried over sodium sulfate, filtered and concentrated. 35.0 mg (83% of theory) of the title compou... The reactants are COC(=O)c1ccc(CBr)cc1, O=C([O-])[O-], [K+], [K+], Nc1cccc2cccnc12, CN(C)C=O. Product: COC(=O)c1ccc(CNc2cccc3cccnc23)cc1. As a reaction SMILES: [Br:18][CH2:19][c:20]1[cH:21][cH:22][c:23]([C:24](=[O:25])[O:26][CH3:27])[cH:28][cH:29]1.[C:12](=[O:13])([O-:14])[O-:15].[K+:16].[K+:17].[NH2:1][c:2]1[cH:3][cH:4][cH:5][c:6]2[cH:7][cH:8][cH:9][n:10][c:11]12.[O:30]=[CH:31][N:32]([CH3:33])[CH3:34]>>[NH:1]([c:2]1[cH:3][cH:4][cH:5][c:6]2[cH:7][cH:8][cH:9][n:10][c:11]12)[CH2:19][c:20]1[cH:21][cH:22][c:23]([C:24](=[O:25])[O:26][CH3:27])[cH:28][cH:29]1.